From a dataset of the Open Reaction Database (ORD), a public repository of structured organic reaction records. describe an organic reaction: reactants, conditions, products, and yield Reactants: C(C)(C)(C)OC(NC1=C(C=C(C(=C1)N1CCCC1)F)NC(CC(C1=CC(=CC=C1)N1N=NC=C1COC1OCCCC1)=O)=O)=O ((RS)-[4-fluoro-2-(3-oxo-3-{3-[5-(tetrahydro-pyran-2-yloxymethyl)-[1,2,3]triazol-1-yl]-phenyl}-propionylamino)-5-pyrrolidin-1-yl-phenyl]-carbamic acid tert.-butyl ester), C(=O)(C(F)(F)F)O (TFA). Solvent: C(Cl)Cl (CH2Cl2). Yields the product FC=1C(=CC2=C(NC(CC(=N2)C2=CC(=CC=C2)N2N=NC=C2CO)=O)C1)N1CCCC1 (8-Fluoro-4-[3-(5-hydroxymethyl-[1,2,3]triazol-1-yl)-phenyl]-7-pyrrolidin-1-yl-1,3-dihydro-benzo[b][1,4]diazepin-2-one), solid. As a reaction SMILES: C(OC(=O)[NH:7][C:8]1[CH:13]=[C:12]([N:14]2[CH2:18][CH2:17][CH2:16][CH2:15]2)[C:11]([F:19])=[CH:10][C:9]=1[NH:20][C:21](=[O:44])[CH2:22][C:23](=O)[C:24]1[CH:29]=[CH:28][CH:27]=[C:26]([N:30]2[C:34]([CH2:35][O:36]C3CCCCO3)=[CH:33][N:32]=[N:31]2)[CH:25]=1)(C)(C)C.C(O)(C(F)(F)F)=O>C(Cl)Cl>[F:19][C:11]1[C:12]([N:14]2[CH2:18][CH2:17][CH2:16][CH2:15]2)=[CH:13][C:8]2[N:7]=[C:23]([C:24]3[CH:29]=[CH:28][CH:27]=[C:26]([N:30]4[C:34]([CH2:35][OH:36])=[CH:33][N:32]=[N:31]4)[CH:25]=3)[CH2:22][C:21](=[O:44])[NH:20][C:9]=2[CH:10]=1. Reported procedure: The title compound was prepared from (RS)-[4-fluoro-2-(3-oxo-3-{3-[5-(tetrahydro-pyran-2-yloxymethyl)-[1,2,3]triazol-1-yl]-phenyl}-propionylamino)-5-pyrrolidin-1-yl-phenyl]-carbamic acid tert.-butyl ester (Example M49) by treatment with TFA in CH2Cl2 according to the general procedure N. Obtained as an orange solid (72 mg).